This data is from the Open Reaction Database (ORD), a public repository of structured organic reaction records. The task is: describe an organic reaction: reactants, conditions, products, and yield RXN SMILES: [C:22](=[O:23])([O-:24])[O-:25].[CH3:28][C:29]#[N:30].[Cs+:26].[Cs+:27].[F:1][c:2]1[c:3]([N:11]2[CH2:12][CH2:13][NH:14][CH2:15][CH2:16]2)[cH:4][cH:5][c:6]([N+:8](=[O:9])[O-:10])[cH:7]1.[I:17][CH2:18][C:19](=[O:20])[NH2:21].[OH2:31]>>[F:1][c:2]1[c:3]([N:11]2[CH2:12][CH2:13][N:14]([CH2:18][C:19](=[O:20])[NH2:21])[CH2:15][CH2:16]2)[cH:4][cH:5][c:6]([N+:8](=[O:9])[O-:10])[cH:7]1. Reactants: O=C([O-])[O-], CC#N, [Cs+], [Cs+], O=[N+]([O-])c1ccc(N2CCNCC2)c(F)c1, NC(=O)CI, O. Product: NC(=O)CN1CCN(c2ccc([N+](=O)[O-])cc2F)CC1. Starting materials: C1(=CC=CC=C1)C1=C(C2=C(N1)SC(=C2)C(=O)OCC)C(=O)OC(C)(C)C (4-tert-butyl 2-ethyl 5-phenyl-6H-thieno[2,3-b]pyrrole-2,4-dicarboxylate), C(C)(=O)OC(C)=O (acetic anhydride), C1(CCCCC1)=O (cyclohexanone), P(O)(O)(O)=O (phosphoric acid), solution, C(C)[SiH](CC)CC (triethylsilane). Run in C(C)(=O)O (acetic acid). Conditions: temperature 80 celsius, time 1 hour. Yields the product C1(CCCCC1)C=1C2=C(NC1C1=CC=CC=C1)SC(=C2)C(=O)OCC (ethyl 4-cyclohexyl-5-phenyl-6H-thieno[2,3-b]pyrrole-2-carboxylate). Yield: 58.0%. As a reaction SMILES: [C:1]1([C:7]2[NH:11][C:10]3[S:12][C:13]([C:15]([O:17][CH2:18][CH3:19])=[O:16])=[CH:14][C:9]=3[C:8]=2[C:20](OC(C)(C)C)=O)[CH:6]=[CH:5][CH:4]=[CH:3][CH:2]=1.C(OC(=O)C)(=O)C.[C:34]1(=O)[CH2:39][CH2:38]C[CH2:36][CH2:35]1.P(=O)(O)(O)O.C([SiH](CC)CC)C>C(O)(=O)C>[CH:20]1([C:8]2[C:9]3[CH:14]=[C:13]([C:15]([O:17][CH2:18][CH3:19])=[O:16])[S:12][C:10]=3[NH:11][C:7]=2[C:1]2[CH:6]=[CH:5][CH:4]=[CH:3][CH:2]=2)[CH2:38][CH2:39][CH2:34][CH2:35][CH2:36]1. Procedure: A solution (0.2 M) of 4-tert-butyl 2-ethyl 5-phenyl-6H-thieno[2,3-b]pyrrole-2,4-dicarboxylate in acetic acid was treated with acetic anhydride (2.5 eq.), cyclohexanone (10 eq.) and 85% phosphoric acid (2.3 eq.). The mixture was heated at 80° C. overnight, then it was poured into ice cold ammonium hydroxide. The product was extracted with AcOEt and the combined organic layers were washed sequentially with aqueous HCl (1 N), aqueous NaHCO3 (saturated solution) and brine then dried and concentrated... Reactants: CS(=O)C1=NN2C(C=N1)=CC=C2C2=CC=C(C=C2)S(=O)(=O)C (2-Methanesulfinyl-7-(4-methanesulfonyl-phenyl)-pyrrolo[2,1-f][1,2,4]triazine), CN1CCN(CC1)C1=CC=C(C=C1)N (4-(4-Methyl-piperazin-1-yl)-phenylamine), CN1C(CCC1)=O (N-Methylpyrrolidinone). Solvent: CO (Methanol). Conditions: temperature 150 celsius. Yields the product CS(=O)(=O)C1=CC=C(C=C1)C1=CC=C2C=NC(=NN21)NC2=CC=C(C=C2)N2CCN(CC2)C ([7-(4-Methanesulfonyl-phenyl)-pyrrolo[2,1-f][1,2,4]triazin-2-yl]-[4-(4-methyl-piperazin-1-yl)-phenyl]-amine). RXN SMILES: CS([C:4]1[N:9]=[CH:8][C:7]2=[CH:10][CH:11]=[C:12]([C:13]3[CH:18]=[CH:17][C:16]([S:19]([CH3:22])(=[O:21])=[O:20])=[CH:15][CH:14]=3)[N:6]2[N:5]=1)=O.[CH3:23][N:24]1[CH2:29][CH2:28][N:27]([C:30]2[CH:35]=[CH:34][C:33]([NH2:36])=[CH:32][CH:31]=2)[CH2:26][CH2:25]1.CN1CCCC1=O>CO>[CH3:22][S:19]([C:16]1[CH:17]=[CH:18][C:13]([C:12]2[N:6]3[C:7]([CH:8]=[N:9][C:4]([NH:36][C:33]4[CH:32]=[CH:31][C:30]([N:27]5[CH2:26][CH2:25][N:24]([CH3:23])[CH2:29][CH2:28]5)=[CH:35][CH:34]=4)=[N:5]3)=[CH:10][CH:11]=2)=[CH:14][CH:15]=1)(=[O:21])=[O:20]. Procedure: Into a 30 mL vial, 2-Methanesulfinyl-7-(4-methanesulfonyl-phenyl)-pyrrolo[2,1-f][1,2,4]triazine (80 mg, 0.0002 mol), 4-(4-Methyl-piperazin-1-yl)-phenylamine (0.100 g, 0.000525 mol) and N-Methylpyrrolidinone (0.25 mL, 0.0026 mol) were added. The reaction mixture was heated at 150° C. for 90 minutes. The reaction was cool to room temperature. Methanol (15 mL) was added. The solid was filtered and washed with hot MeOH (10 mL) to afford [7-(4-Methanesulfonyl-phenyl)-pyrrolo[2,1-f][1,2,4]triazin-2-yl... The reactants are COC1(CN(C(=O)OC(C)(C)C)c2cccc(Br)n2)CCOCC1, COCCOC, CCOC(C)=O, OB(O)c1cc(F)ncc1Cl. Product: COC1(CN(C(=O)OC(C)(C)C)c2cccc(-c3cc(F)ncc3Cl)n2)CCOCC1. Reaction SMILES: [Br:1][c:2]1[cH:3][cH:4][cH:5][c:6]([N:8]([C:9]([O:10][C:11]([CH3:12])([CH3:13])[CH3:14])=[O:15])[CH2:16][C:17]2([O:23][CH3:24])[CH2:18][CH2:19][O:20][CH2:21][CH2:22]2)[n:7]1.[CH3:36][O:37][CH2:38][CH2:39][O:40][CH3:41].[CH3:42][CH2:43][O:44][C:45]([CH3:46])=[O:47].[Cl:25][c:26]1[c:27]([B:33]([OH:34])[OH:35])[cH:28][c:29]([F:32])[n:30][cH:31]1>>[c:2]1(-[c:27]2[c:26]([Cl:25])[cH:31][n:30][c:29]([F:32])[cH:28]2)[cH:3][cH:4][cH:5][c:6]([N:8]([C:9]([O:10][C:11]([CH3:12])([CH3:13])[CH3:14])=[O:15])[CH2:16][C:17]2([O:23][CH3:24])[CH2:18][CH2:19][O:20][CH2:21][CH2:22]2)[n:7]1. Reactants: BrCCCCCCCCCCCCBr, O=C([O-])[O-], CCOC(=O)c1ccc(-c2ccc(O)cc2)cc1, CC(C)=O, [K+], [K+]. Yields the product CCOC(=O)c1ccc(-c2ccc(OCCCCCCCCCCCCBr)cc2)cc1. RXN SMILES: [Br:19][CH2:20][CH2:21][CH2:22][CH2:23][CH2:24][CH2:25][CH2:26][CH2:27][CH2:28][CH2:29][CH2:30][CH2:31][Br:32].[C:33](=[O:34])([O-:35])[O-:36].[CH2:1]([CH3:2])[O:3][C:4](=[O:5])[c:6]1[cH:7][cH:8][c:9](-[c:12]2[cH:13][cH:14][c:15]([OH:18])[cH:16][cH:17]2)[cH:10][cH:11]1.[CH3:39][C:40](=[O:41])[CH3:42].[K+:37].[K+:38]>>[CH2:1]([CH3:2])[O:3][C:4](=[O:5])[c:6]1[cH:7][cH:8][c:9](-[c:12]2[cH:13][cH:14][c:15]([O:18][CH2:31][CH2:30][CH2:29][CH2:28][CH2:27][CH2:26][CH2:25][CH2:24][CH2:23][CH2:22][CH2:21][CH2:20][Br:19])[cH:16][cH:17]2)[cH:10][cH:11]1.